This data is from the Open Reaction Database (ORD), a public repository of structured organic reaction records. The task is: describe an organic reaction: reactants, conditions, products, and yield Reactants: CC(C)(C)OC(=O)N1CCC(NC(=O)OCc2ccccc2)C(C)(C)C1, Cl, C1COCCO1. Yields the product CC1(C)CNCCC1NC(=O)OCc1ccccc1. Reaction SMILES: [CH2:2]([c:3]1[cH:4][cH:5][cH:6][cH:7][cH:8]1)[O:9][C:10](=[O:11])[NH:12][CH:13]1[C:14]([CH3:26])([CH3:27])[CH2:15][N:16]([C:19]([O:20][C:21]([CH3:22])([CH3:23])[CH3:24])=[O:25])[CH2:17][CH2:18]1.[ClH:1].[O:28]1[CH2:29][CH2:30][O:31][CH2:32][CH2:33]1>>[CH2:2]([c:3]1[cH:4][cH:5][cH:6][cH:7][cH:8]1)[O:9][C:10](=[O:11])[NH:12][CH:13]1[C:14]([CH3:26])([CH3:27])[CH2:15][NH:16][CH2:17][CH2:18]1. Starting materials: O=C([O-])O, Nc1cccc(Oc2ccc3nc(NC(=O)C4CC4)cn3c2)c1, [Na+], C1CCOC1, O=S(=O)(Cl)c1ccccc1. The product is O=C(Nc1cn2cc(Oc3cccc(NS(=O)(=O)c4ccccc4)c3)ccc2n1)C1CC1. RXN SMILES: [C:34](=[O:35])([O-:36])[OH:37].[NH2:1][c:2]1[cH:3][c:4]([O:5][c:6]2[cH:7][cH:8][c:9]3[n:10]([cH:11]2)[cH:12][c:13]([NH:15][C:16](=[O:17])[CH:18]2[CH2:19][CH2:20]2)[n:14]3)[cH:21][cH:22][cH:23]1.[Na+:38].[O:39]1[CH2:40][CH2:41][CH2:42][CH2:43]1.[c:24]1([S:30](=[O:31])(=[O:32])[Cl:33])[cH:25][cH:26][cH:27][cH:28][cH:29]1>>[NH:1]([c:2]1[cH:3][c:4]([O:5][c:6]2[cH:7][cH:8][c:9]3[n:10]([cH:11]2)[cH:12][c:13]([NH:15][C:16](=[O:17])[CH:18]2[CH2:19][CH2:20]2)[n:14]3)[cH:21][cH:22][cH:23]1)[S:30]([c:24]1[cH:25][cH:26][cH:27][cH:28][cH:29]1)(=[O:31])=[O:32]. Reactants: FC1=C(CN2C(=CC=C2)C(CN(C)C)=O)C=CC=C1 (1-(o-fluorobenzyl)-2-(dimethylaminoacetyl)pyrrole), base, C(CC)[Mg]Br (n-propylmagnesium bromide), [OH-].[Mg+2].[OH-] (magnesium hydroxide), [Cl-].[NH4+] (ammonium chloride), [Mg] (magnesium), C(CC)Br (n-propylbromide), ice water. Run in CCOCC (ether). The product is CN(CC(CCC)(O)C=1N(C=CC1)CC1=C(C=CC=C1)F)C (1-(dimethylamino)-2-[1-(o-fluorobenzyl)-2-pyrryl]-2-hydroxypentane). As a reaction SMILES: [F:1][C:2]1[CH:19]=[CH:18][CH:17]=[CH:16][C:3]=1[CH2:4][N:5]1[CH:9]=[CH:8][CH:7]=[C:6]1[C:10](=[O:15])[CH2:11][N:12]([CH3:14])[CH3:13].[CH2:20]([Mg]Br)[CH2:21][CH3:22].[Mg].C(Br)CC.[Cl-].[NH4+].[OH-].[Mg+2].[OH-]>CCOCC>[CH3:13][N:12]([CH3:14])[CH2:11][C:10]([C:6]1[N:5]([CH2:4][C:3]2[CH:16]=[CH:17][CH:18]=[CH:19][C:2]=2[F:1])[CH:9]=[CH:8][CH:7]=1)([OH:15])[CH2:20][CH2:21][CH3:22] |f:4.5,6.7.8|. Procedure: A solution of 11.0 g of 1-(o-fluorobenzyl)-2-(dimethylaminoacetyl)pyrrole, free base of Example 3a, in ether is added dropwise to a stirring solution of n-propylmagnesium bromide which is prepared from 1.67 g of magnesium turnings and 8.4 g of n-propylbromide. The mixture is refluxed for 4 hours, allowed to cool, hydrolized with ice-water and treated with concentrated ammonium chloride solution to dissolve the magnesium hydroxide precipitate. The organic phase is separated and the aqueous phase ... The reactants are ClC(C(=O)NCCC1=CC=CC=C1)C (2-chloro-N-(2-phenylethyl)-propanamide), [Cl-].[Cl-].[Cl-].[Al+3] (aluminium trichloride). Solvent: O (water), CO (methanol). Reaction conditions: temperature 150 celsius. The product is CC1C(NCCC2=C1C=CC=C2)=O (1-methyl-2-oxo-2,3,4,5-tetrahydro-1H-benzo[d]azepine). Reaction SMILES: Cl[CH:2]([CH3:14])[C:3]([NH:5][CH2:6][CH2:7][C:8]1[CH:13]=[CH:12][CH:11]=[CH:10][CH:9]=1)=[O:4].[Cl-].[Cl-].[Cl-].[Al+3]>O.CO>[CH3:14][CH:2]1[C:9]2[CH:10]=[CH:11][CH:12]=[CH:13][C:8]=2[CH2:7][CH2:6][NH:5][C:3]1=[O:4] |f:1.2.3.4|. Procedure details: 8.0 g (37 mmol) 2-chloro-N-(2-phenylethyl)-propanamide and 15 g (112 mmol) aluminium trichloride are carefully mixed at 90° C. and heated to 150° C. for 6 h. The mixture is diluted with water and methanol and extracted with EtOAc. The combined organic phases are dried with Na2SO4, concentrated i. vac. and purified by chromatography. The reactants are COC(CC=1C(=C2C=CC=NC2=CC1)F)=O ((5-fluoro-quinolin-6-yl)-acetic acid methyl ester), N1=CC=CC=C1 (pyridine), BrBr (bromine). Solvent: C(Cl)(Cl)(Cl)Cl (CCl4). The product is COC(CC=1C(=C2C=C(C=NC2=CC1)Br)F)=O ((3-Bromo-5-fluoro-quinolin-6-yl)-acetic acid methyl ester). RXN SMILES: [CH3:1][O:2][C:3](=[O:16])[CH2:4][C:5]1[C:6]([F:15])=[C:7]2[C:12](=[CH:13][CH:14]=1)[N:11]=[CH:10][CH:9]=[CH:8]2.N1C=CC=CC=1.[Br:23]Br>C(Cl)(Cl)(Cl)Cl>[CH3:1][O:2][C:3](=[O:16])[CH2:4][C:5]1[C:6]([F:15])=[C:7]2[C:12](=[CH:13][CH:14]=1)[N:11]=[CH:10][C:9]([Br:23])=[CH:8]2. Reported procedure: To a solution of (5-fluoro-quinolin-6-yl)-acetic acid methyl ester (2.0 g, 9 mmol) in CCl4 (20 ml) and pyridine (1.48 ml, 18 mmol) was added bromine (0.9 ml, 18 mmol) dropwise at 5° C. The solution was heated to reflux for 20 minutes. After cooling, the reaction was quenched by sat. aq. NaHCO3 and the mixture extracted with dichloromethane and concentrated. The residue was purified by flash column chromatography to return the title compound (1.8 g, 66%). 1H-NMR (CDCl3, 300 MHz): 8.9 (d, 1H), 8.5... Starting materials: [H-].[Al+3].[Li+].[H-].[H-].[H-] (lithiumaluminium hydride), O1CCCC1 (tetrahydrofuran), C(C)(=O)N1C(CCC1)C=1C(=CC2=C(NC(=N2)C2=NC=CC=C2)C1)OC=1C=CC(=NC1)C(=O)OCC (Ethyl 5-((6-(1-Acetylpyrrolidin-2-yl)-2-pyridin-2-yl-1H-benzimidazol-5-yl)oxy)pyridine-2-carboxylate). Run in C(Cl)(Cl)Cl (chloroform). Run at temperature 0 celsius, time 30 minute. Product: C(C)(=O)N1C(CCC1)C=1C(=CC2=C(NC(=N2)C2=NC=CC=C2)C1)OC=1C=CC(=NC1)CO ((5-((6-(1-Acetylpyrrolidin-2-yl)-2-pyridin-2-yl-1H-benzimidazol-5-yl)oxy)pyridin-2-yl)methanol). Reaction SMILES: [H-].[Al+3].[Li+].[H-].[H-].[H-].O1CCCC1.[C:12]([N:15]1[CH2:19][CH2:18][CH2:17][CH:16]1[C:20]1[C:21]([O:35][C:36]2[CH:37]=[CH:38][C:39]([C:42](OCC)=[O:43])=[N:40][CH:41]=2)=[CH:22][C:23]2[N:27]=[C:26]([C:28]3[CH:33]=[CH:32][CH:31]=[CH:30][N:29]=3)[NH:25][C:24]=2[CH:34]=1)(=[O:14])[CH3:13]>C(Cl)(Cl)Cl>[C:12]([N:15]1[CH2:19][CH2:18][CH2:17][CH:16]1[C:20]1[C:21]([O:35][C:36]2[CH:37]=[CH:38][C:39]([CH2:42][OH:43])=[N:40][CH:41]=2)=[CH:22][C:23]2[N:27]=[C:26]([C:28]3[CH:33]=[CH:32][CH:31]=[CH:30][N:29]=3)[NH:25][C:24]=2[CH:34]=1)(=[O:14])[CH3:13] |f:0.1.2.3.4.5|. Reported procedure: 20 mg of lithiumaluminium hydride was added to a tetrahydrofuran (2 ml) solution of 90 mg of ethyl 5-((6-(1-acetylpyrrolidin-2-yl)-2-pyridin-2-yl-1H-benzimidazol-5-yl)oxy)pyridine-2-carboxylate obtained in Example 495 with cooling with ice, and the reaction liquid was stirred at 0° C. for 30 minutes. The reaction liquid was diluted with chloroform, washed with aqueous saturated ammonium chloride, aqueous saturated sodium bicarbonate and saturated saline in order, and dried with anhydrous sodium ... Reactants: COC(=O)c1ccc(B(O)O)cc1, COCCOC, [Cs+], [F-], Fc1ccc(I)c(F)c1. The product is COC(=O)c1ccc(-c2ccc(F)cc2F)cc1. Reaction SMILES: [CH3:10][O:11][C:12](=[O:13])[c:14]1[cH:15][cH:16][c:17]([B:20]([OH:21])[OH:22])[cH:18][cH:19]1.[CH3:25][O:26][CH2:27][CH2:28][O:29][CH3:30].[Cs+:24].[F-:23].[F:1][c:2]1[c:3]([I:9])[cH:4][cH:5][c:6]([F:8])[cH:7]1>>[F:1][c:2]1[c:3](-[c:17]2[cH:16][cH:15][c:14]([C:12]([O:11][CH3:10])=[O:13])[cH:19][cH:18]2)[cH:4][cH:5][c:6]([F:8])[cH:7]1. Starting materials: C[Si]([N-][Si](C)(C)C)(C)C.[Na+] (sodium hexamethyldisilazide), [I-].C(C)(C)(C)C1=C(C=C(C=C1)C[P+](C1=CC=CC=C1)(C1=CC=CC=C1)C1=CC=CC=C1)[N+](=O)[O-] ((4-t-butyl-3-nitrophenyl)methyltriphenylphosphonium iodide), [Si](C)(C)(C(C)(C)C)O[C@H](CO)CC1CCCCC1 ((S)-2-t-butyldimethylsilyloxy-3-cyclohexylpropanol), olefin. The solvent is O1CCCC1 (tetrahydrofuran), O1CCCC1 (tetrahydrofuran), O1CCCC1 (tetrahydrofuran). Run at time 1 hour. Yields the product C(C)(C)(C)C1=C(C=C(C=C1)CC(CC1CCCCC1)=O)[N+](=O)[O-] (2-t-Butyl-5-(3-cyclohexyl-2-oxopropyl)-1-nitrobenzene). The yield is 72.0%. As a reaction SMILES: C[Si](C)(C)[N-][Si](C)(C)C.[Na+].[I-].[C:12]([C:16]1[CH:21]=[CH:20][C:19]([CH2:22][P+](C2C=CC=CC=2)(C2C=CC=CC=2)C2C=CC=CC=2)=[CH:18][C:17]=1[N+:42]([O-:44])=[O:43])([CH3:15])([CH3:14])[CH3:13].[Si]([O:52][C@@H:53]([CH2:56][CH:57]1[CH2:62][CH2:61][CH2:60][CH2:59][CH2:58]1)CO)(C(C)(C)C)(C)C>O1CCCC1>[C:12]([C:16]1[CH:21]=[CH:20][C:19]([CH2:22][C:53](=[O:52])[CH2:56][CH:57]2[CH2:62][CH2:61][CH2:60][CH2:59][CH2:58]2)=[CH:18][C:17]=1[N+:42]([O-:44])=[O:43])([CH3:13])([CH3:14])[CH3:15] |f:0.1,2.3|. Procedure details: 8.6 ml (8.6 mmol) of a 1.0M tetrahydrofuran solution of sodium hexamethyldisilazide were added dropwise over a period of 20 minutes to a suspension of 5.04 g (8.67 mmol) of (4-t-butyl-3-nitrophenyl)methyltriphenylphosphonium iodide (prepared as described in Preparation 52) in 80 ml of tetrahydrofuran at -78° C., and the mixture was allowed to stand for 1 hour. A solution of 2.33 g (8.61 mmol) of (S)-2-t-butyldimethylsilyloxy-3-cyclohexylpropanol [prepared as described in step (iv) above] in 7 ml... Product: Cc1nc(NNC(=O)C(CC2CCCC2)CN(C=O)OC2CCCCO2)c(F)c(N2CC(C)(N3CCCC3)C2)n1. RXN SMILES: [CH2:42]([Cl:43])[CH2:44][Cl:45].[CH:1]1([CH2:6][CH:7]([C:8](=[O:9])[OH:10])[CH2:11][N:12]([O:13][CH:14]2[O:15][CH2:16][CH2:17][CH2:18][CH2:19]2)[CH:20]=[O:21])[CH2:2][CH2:3][CH2:4][CH2:5]1.[F:22][c:23]1[c:24]([NH:40][NH2:41])[n:25][c:26]([CH3:39])[n:27][c:28]1[N:29]1[CH2:30][C:31]([N:33]2[CH2:34][CH2:35][CH2:36][CH2:37]2)([CH3:38])[CH2:32]1.[O:56]=[CH:57][N:58]([CH3:59])[CH3:60].[OH:46][n:47]1[c:48]2[n:49][cH:50][cH:51][cH:52][c:53]2[n:54][n:55]1>>[CH:1]1([CH2:6][CH:7]([C:8](=[O:10])[NH:41][NH:40][c:24]2[c:23]([F:22])[c:28]([N:29]3[CH2:30][C:31]([N:33]4[CH2:34][CH2:35][CH2:36][CH2:37]4)([CH3:38])[CH2:32]3)[n:27][c:26]([CH3:39])[n:25]2)[CH2:11][N:12]([O:13][CH:14]2[O:15][CH2:16][CH2:17][CH2:18][CH2:19]2)[CH:20]=[O:21])[CH2:2][CH2:3][CH2:4][CH2:5]1. The reactants are ClCCCl, O=CN(CC(CC1CCCC1)C(=O)O)OC1CCCCO1, Cc1nc(NN)c(F)c(N2CC(C)(N3CCCC3)C2)n1, CN(C)C=O, On1nnc2cccnc21. The reactants are CCOC(C)=O, CCCCCC, CCOC(=O)CP(=O)(OCC)OCC, COCCOC, O=Cc1ccc(C(F)(F)F)cc1, [H-], [Na+]. The product is CCOC(=O)C=Cc1ccc(C(F)(F)F)cc1. RXN SMILES: [CH3:29][CH2:30][O:31][C:32](=[O:33])[CH3:34].[CH3:35][CH2:36][CH2:37][CH2:38][CH2:39][CH3:40].[CH3:3][CH2:4][O:5][C:6](=[O:7])[CH2:8][P:9]([O:10][CH2:11][CH3:12])([O:13][CH2:14][CH3:15])=[O:16].[CH3:41][O:42][CH2:43][CH2:44][O:45][CH3:46].[F:17][C:18]([c:19]1[cH:20][cH:21][c:22]([CH:23]=[O:24])[cH:25][cH:26]1)([F:27])[F:28].[H-:1].[Na+:2]>>[CH3:3][CH2:4][O:5][C:6](=[O:7])[CH:8]=[CH:23][c:22]1[cH:21][cH:20][c:19]([C:18]([F:17])([F:27])[F:28])[cH:26][cH:25]1.